From a dataset of the Open Reaction Database (ORD), a public repository of structured organic reaction records. describe an organic reaction: reactants, conditions, products, and yield Reactants: N1=CC=CC=C1 (pyridine), NC1=C(SC=C1)C(=O)OC (3-amino-2-carbomethoxythiophene), COC1=CC=C(C=C1)S(=O)(=O)Cl (p-methoxybenzenesulfonyl chloride). Solvent: C(Cl)(Cl)Cl (chloroform). Reaction conditions: time 5 hour. Product: COC(=O)C=1SC=CC1NS(=O)(=O)C1=CC=C(C=C1)OC (3-(4-Methoxy-benzenesulfonylamino)-thiophene-2-carboxylic acid methyl ester). The yield is 65.8%. Reaction SMILES: [NH2:1][C:2]1[CH:6]=[CH:5][S:4][C:3]=1[C:7]([O:9][CH3:10])=[O:8].N1C=CC=CC=1.[CH3:17][O:18][C:19]1[CH:24]=[CH:23][C:22]([S:25](Cl)(=[O:27])=[O:26])=[CH:21][CH:20]=1>C(Cl)(Cl)Cl>[CH3:10][O:9][C:7]([C:3]1[S:4][CH:5]=[CH:6][C:2]=1[NH:1][S:25]([C:22]1[CH:21]=[CH:20][C:19]([O:18][CH3:17])=[CH:24][CH:23]=1)(=[O:27])=[O:26])=[O:8]. Procedure: To a solution of 5.00 g (0.032 mol) of 3-amino-2-carbomethoxythiophene dissolved in 40 mL of chloroform was added 7.73 mL (0.032 mol) of pyridine followed by 6.57 g (0.032 mol) of p-methoxybenzenesulfonyl chloride. The reaction mixture was stirred at room temperature for 5 h and then washed with 3N HCl and water. The organics were then dried over Na2SO4, filtered and concentrated in vacuo. The resulting cream colored solid was washed with ether and dried in vacuo to provide 6.89 g (66%) of the d... Starting materials: COc1ccc(OC)c(C(=O)O)c1, Cc1cccc(-c2sc(C)nc2C(=O)N2CC3CC3C2CN)c1. Yields the product COc1ccc(OC)c(C(=O)NCC2C3CC3CN2C(=O)c2nc(C)sc2-c2cccc(C)c2)c1. As a reaction SMILES: [CH3:24][O:25][c:26]1[c:27]([C:28](=[O:29])[OH:30])[cH:31][c:32]([O:35][CH3:36])[cH:33][cH:34]1.[NH2:1][CH2:2][CH:3]1[CH:4]2[CH2:5][CH:6]2[CH2:7][N:8]1[C:9](=[O:10])[c:11]1[n:12][c:13]([CH3:23])[s:14][c:15]1-[c:16]1[cH:17][c:18]([CH3:22])[cH:19][cH:20][cH:21]1>>[NH:1]([CH2:2][CH:3]1[CH:4]2[CH2:5][CH:6]2[CH2:7][N:8]1[C:9](=[O:10])[c:11]1[n:12][c:13]([CH3:23])[s:14][c:15]1-[c:16]1[cH:17][c:18]([CH3:22])[cH:19][cH:20][cH:21]1)[C:28]([c:27]1[c:26]([O:25][CH3:24])[cH:34][cH:33][c:32]([O:35][CH3:36])[cH:31]1)=[O:29].